This data is from the Open Reaction Database (ORD), a public repository of structured organic reaction records. The task is: describe an organic reaction: reactants, conditions, products, and yield Procedure: A mixture of 4-chloro-3-nitrophenyl methyl sulfone (5 g, 21 mmole) and 3-amino-1,2-propanediol (4.25 g, 47 mmole) in DMSO (15 ml) was stirred at 23° C. for 30 min. and poured into crushed ice. The resulting yellow crystal was collected by filtration and washed with ice-cold water to give the compound (21) (5.2 g, 95%) (m.p. 133° C.). The product is CS(=O)(=O)C1=CC(=C(C=C1)NCC(CO)O)[N+](=O)[O-] (4-(β,γ-dihydroxypropyl)amino-3-nitrophenyl methyl sulfone). Solvent: CS(=O)C (DMSO). Reactants: CS(=O)(=O)C1=CC(=C(C=C1)Cl)[N+](=O)[O-] (4-chloro-3-nitrophenyl methyl sulfone), NCC(CO)O (3-amino-1,2-propanediol). Isolated yield 85.3%. Reaction conditions: temperature 23 celsius, time 30 minute. As a reaction SMILES: [CH3:1][S:2]([C:5]1[CH:10]=[CH:9][C:8](Cl)=[C:7]([N+:12]([O-:14])=[O:13])[CH:6]=1)(=[O:4])=[O:3].[NH2:15][CH2:16][CH:17]([OH:20])[CH2:18][OH:19]>CS(C)=O>[CH3:1][S:2]([C:5]1[CH:10]=[CH:9][C:8]([NH:15][CH2:16][CH:17]([OH:20])[CH2:18][OH:19])=[C:7]([N+:12]([O-:14])=[O:13])[CH:6]=1)(=[O:4])=[O:3]. Reactants: CNCCNC (N,N′-Dimethylethane-1,2-diamine), CSC1=NC(NC=C1)=O (4-(methylthio)pyrimidin-2(1H)-one), BrC1=CC(=C(OCC(C)(O)C)C=C1)OC (1-(4-bromo-2-methoxyphenoxy)-2-methylpropan-2-ol), P(=O)([O-])([O-])[O-].[K+].[K+].[K+] (potassium phosphate). The reagents and catalysts are [Cu]I (copper(I)iodide). Solvent: C(Cl)Cl (CH2Cl2), O1CCOCC1.CN(C)C=O (dioxane DMF). Run at temperature 105 celsius, time 7 hour. Product: OC(COC1=C(C=C(C=C1)N1C(N=C(C=C1)SC)=O)OC)(C)C (1-(4-(2-hydroxy-2-methylpropoxy)-3-methoxyphenyl)-4-(methylthio)pyrimidin-2(1H)-one). Yield: 37.0%. As a reaction SMILES: CNCCNC.[CH3:7][S:8][C:9]1[CH:14]=[CH:13][NH:12][C:11](=[O:15])[N:10]=1.Br[C:17]1[CH:28]=[CH:27][C:20]([O:21][CH2:22][C:23]([CH3:26])([OH:25])[CH3:24])=[C:19]([O:29][CH3:30])[CH:18]=1.P([O-])([O-])([O-])=O.[K+].[K+].[K+]>C(Cl)Cl.[Cu]I.O1CCOCC1.CN(C=O)C>[OH:25][C:23]([CH3:26])([CH3:24])[CH2:22][O:21][C:20]1[CH:27]=[CH:28][C:17]([N:12]2[CH:13]=[CH:14][C:9]([S:8][CH3:7])=[N:10][C:11]2=[O:15])=[CH:18][C:19]=1[O:29][CH3:30] |f:3.4.5.6,9.10|. Procedure: After addition of N,N′-Dimethylethane-1,2-diamine (1.6 g, 18.15 mmol) to a stirred mixture of 4-(methylthio)pyrimidin-2(1H)-one Part A (430 mg, 3.02 mmol), 1-(4-bromo-2-methoxyphenoxy)-2-methylpropan-2-ol Part B (1.0 g, 3.63 mmol), copper(I)iodide (346 mg, 1.82 mmol) and potassium phosphate, tribasic (3.85 g, 18.15 mmol) in 3:1 dioxane-DMF (80 mL), the mixture was stirred at 105° C. for 7 h. The reaction mixture was diluted with CH2Cl2, washed with saturated NaHCO3, dried (MgSO4) and concentrate... Reactants: BrC=1N=CC(=C2C1NC=C2C(C(=O)N2CCN(CC2)C2=NN=NN2C2=NC=CC=C2)=O)OC (1-(7-bromo-4-methoxy-1H-pyrrolo[2,3-c]pyridin-3-yl)-2-(4-(1-(pyridin-2-yl)-1H-tetrazol-5-yl)piperazin-1-yl)ethane-1,2-dione), N1=CN=C(C=C1)N (pyrimidin-4-amine), C1(=CC=CC=C1)P(C1=CC=CC=2C(C3=CC=CC(=C3OC12)P(C1=CC=CC=C1)C1=CC=CC=C1)(C)C)C1=CC=CC=C1 (4,5-Bis(diphenylphosphino)-9,9-dimethylxanthene), C([O-])([O-])=O.[Cs+].[Cs+] (Cesium carbonate). Reagents/catalysts: C=1C=CC(=CC1)/C=C/C(=O)/C=C/C2=CC=CC=C2.C=1C=CC(=CC1)/C=C/C(=O)/C=C/C2=CC=CC=C2.C=1C=CC(=CC1)/C=C/C(=O)/C=C/C2=CC=CC=C2.[Pd].[Pd] (Tris(dibenzylideneacetone)dipalladium(0)). The solvent is O1CCOCC1 (Dioxane), CO (MeOH). Run at temperature 115 celsius. The product is COC1=C2C(=C(N=C1)NC1=NC=NC=C1)NC=C2C(C(=O)N2CCN(CC2)C2=NN=NN2C2=NC=CC=C2)=O (1-(4-methoxy-7-(pyrimidin-4-ylamino)-1H-pyrrolo[2,3-c]pyridin-3-yl)-2-(4-(1-(pyridin-2-yl)-1H-tetrazol-5-yl)piperazin-1-yl)ethane-1,2-dione). Yield: 4.0%. As a reaction SMILES: Br[C:2]1[N:3]=[CH:4][C:5]([O:32][CH3:33])=[C:6]2[C:10]([C:11](=[O:31])[C:12]([N:14]3[CH2:19][CH2:18][N:17]([C:20]4[N:24]([C:25]5[CH:30]=[CH:29][CH:28]=[CH:27][N:26]=5)[N:23]=[N:22][N:21]=4)[CH2:16][CH2:15]3)=[O:13])=[CH:9][NH:8][C:7]=12.[N:34]1[CH:39]=[CH:38][C:37]([NH2:40])=[N:36][CH:35]=1.C1(P(C2C=CC=CC=2)C2C3OC4C(=CC=CC=4P(C4C=CC=CC=4)C4C=CC=CC=4)C(C)(C)C=3C=CC=2)C=CC=CC=1.C(=O)([O-])[O-].[Cs+].[Cs+]>O1CCOCC1.CO.C1C=CC(/C=C/C(/C=C/C2C=CC=CC=2)=O)=CC=1.C1C=CC(/C=C/C(/C=C/C2C=CC=CC=2)=O)=CC=1.C1C=CC(/C=C/C(/C=C/C2C=CC=CC=2)=O)=CC=1.[Pd].[Pd]>[CH3:33][O:32][C:5]1[CH:4]=[N:3][C:2]([NH:40][C:37]2[CH:38]=[CH:39][N:34]=[CH:35][N:36]=2)=[C:7]2[NH:8][CH:9]=[C:10]([C:11](=[O:31])[C:12]([N:14]3[CH2:19][CH2:18][N:17]([C:20]4[N:24]([C:25]5[CH:30]=[CH:29][CH:28]=[CH:27][N:26]=5)[N:23]=[N:22][N:21]=4)[CH2:16][CH2:15]3)=[O:13])[C:6]=12 |f:3.4.5,8.9.10.11.12|. Procedure details: A suspension of 1-(7-bromo-4-methoxy-1H-pyrrolo[2,3-c]pyridin-3-yl)-2-(4-(1-(pyridin-2-yl)-1H-tetrazol-5-yl)piperazin-1-yl)ethane-1,2-dione (100 mg, 0.195 mmol), pyrimidin-4-amine (55.7 mg, 0.586 mmol), Tris(dibenzylideneacetone)dipalladium(0) (8.94 mg, 9.76 μmol), 4,5-Bis(diphenylphosphino)-9,9-dimethylxanthene (11.29 mg, 0.020 mmol) and Cesium carbonate (127 mg, 0.390 mmol) in Dioxane (2 mL) was heated at 115° C. for 4 hours. After cooling to rt, the mixture was diluted with MeOH and filtered.... Starting materials: [BH4-].[Na+] (sodium borohydride), C(C)(=O)O (acetic acid), C(#N)C1=C(C(=O)C(=C(C1=O)Cl)Cl)C#N (DDQ), FC(C(O)C1=CC=CC=C1)(F)F (α-(trifluoromethyl) benzenemethanol), C1(=C(C(=O)C(=C(C1=O)Cl)Cl)Cl)Cl.[BH4-].[Na+] (p-chloranil NaBH4). The solvent is [OH-].[Na+] (NaOH), CC(=O)C (acetone), COC(C)(C)C (t-butyl methyl ether), O (water). Reaction conditions: temperature 58 celsius, time 15 minute. Yields the product ClC=1C=CC(=C(C1)[C@](O)(C(F)(F)F)C#CC1CC1)N ((S)-5-Chloro-α-(cyclopropylethynyl)-2-amino-α-(trifluoromethyl) benzenemethanol). As a reaction SMILES: C(C1C(=O)C(Cl)=C(Cl)C(=O)C=1C#N)#[N:2].[F:15][C:16]([F:26])([F:25])[CH:17]([C:19]1[CH:24]=[CH:23][CH:22]=[CH:21]C=1)[OH:18].[BH4-].[Na+].C(O)(=O)C.[C:33]1(Cl)[C:39](=O)[C:38](Cl)=[C:37]([Cl:42])[C:35](=O)[C:34]=1Cl.[BH4-].[Na+]>COC(C)(C)C.[OH-].[Na+].CC(C)=O.O>[Cl:42][C:37]1[CH:38]=[CH:39][C:33]([NH2:2])=[C:34]([C@@:17]([C:19]#[C:24][CH:23]2[CH2:22][CH2:21]2)([C:16]([F:15])([F:25])[F:26])[OH:18])[CH:35]=1 |f:2.3,5.6.7,9.10|. Procedure: To a slurry of DDQ (9.42 g, 41.5 mmol) in t-butyl methyl ether (33 ml) at 10° C. was added a solution of (S)-5-chloro-α-(cyclopropylethynyl)-2-[(4-methoxyphenyl)methyl]-amino!-α-(trifluoromethyl) benzenemethanol (16.38 g, 40 mmol). After 5 minutes the resulting slurry was filtered at 30° C. and the resulting solids washed with 5 ml t-butyl methyl ether. The filtrate was washed with 5% aqueous sodium bicarbonate then partially concentrated by distilling 70 ml solvent. Methanol (25 ml) was added f... Reactants: CC([O-])C.CC([O-])C.CC([O-])C.CC([O-])C.[Ti+4] (titanium tetraisopropoxide), CC(CC(C)=O)=O (2,4-pentanedione). Solvent: C(C)O (ethanol). Conditions: time 8 hour. Yields the product C(C)(=O)CC(C)=O.C(C)(=O)CC(C)=O.[Ti] (Titanium bis(acetylacetone)). As a reaction SMILES: CC(C)[O-].CC(C)[O-].CC(C)[O-].CC(C)[O-].[Ti+4:17].[CH3:18][C:19](=[O:24])[CH2:20][C:21](=[O:23])[CH3:22]>C(O)C>[C:21]([CH2:20][C:19](=[O:24])[CH3:18])(=[O:23])[CH3:22].[C:21]([CH2:20][C:19](=[O:24])[CH3:18])(=[O:23])[CH3:22].[Ti:17] |f:0.1.2.3.4,7.8.9|. Procedure: To a dried vial fitted with a stir bar and septum cap was added titanium tetraisopropoxide (2.8573 g, 1.005 mmol) then 2,4-pentanedione (1.0257 g, 1.0245 mmol), and quickly cooled in an ice water bath. The dark yellow liquid was stirred overnight at room temperature. The solution was then diluted with 32.4 ml ethanol (200 proof). Reactants: COC1=CC=C(OCC(=O)OCC)C=C1 (ethyl (4-methoxyphenoxy)acetate). Run in C(Cl)Cl (DCM). Conditions: temperature 0 celsius, time 37.5 minute. Yields the product OC1=CC=C(OCC(=O)OCC)C=C1 (Ethyl (4-hydroxyphenoxy)acetate). Yield: 20.0%. Reaction SMILES: C[O:2][C:3]1[CH:15]=[CH:14][C:6]([O:7][CH2:8][C:9]([O:11][CH2:12][CH3:13])=[O:10])=[CH:5][CH:4]=1>C(Cl)Cl>[OH:2][C:3]1[CH:4]=[CH:5][C:6]([O:7][CH2:8][C:9]([O:11][CH2:12][CH3:13])=[O:10])=[CH:14][CH:15]=1. Reported procedure: To a 100 mL RB flask fitted with magnetic stirrer was charged 20 mL of DCM to the stirred solvent was added ethyl (4-methoxyphenoxy)acetate (2 g, 9.5 mmol) and Borontribromide (1.85 g, 11.0 mmol) was added at 0° C. Then it was stirred at 0° C. for 30-45 min. After completion of the reaction (reaction monitored by TLC), reaction mass quenched with Sodium bicarbonate and concentrated the reaction mixture and extracted with ethyl acetate. The organic layer was washed with brine and dried by anhydro... Starting materials: C(C1=CC=CC=C1)O[C@@H]1C(O[C@H]([C@@H]([C@H]1OCC1=CC=CC=C1)OCC1=CC=CC=C1)C1=CC(=C(C=C1)Cl)CC1=CC=C(C=C1)OCC)(CI)CI ((3S,4R,5S,6S)-3,4,5-tris-benzyloxy-6-[4-chloro-3-(4-ethoxy-benzyl)-phenyl]-2,2-bis-iodomethyl-tetrahydro-pyran), CC(C)(C#N)N=NC(C)(C)C#N (AIBN). The solvent is CO (methanol), C1(=CC=CC=C1)C (toluene). Reaction conditions: temperature 120 celsius. Yields the product C(C1=CC=CC=C1)O[C@@H]1C(O[C@H]([C@@H]([C@H]1OCC1=CC=CC=C1)OCC1=CC=CC=C1)C1=CC(=C(C=C1)Cl)CC1=CC=C(C=C1)OCC)(C)C ((3S,4R,5S,6S)-3,4,5-tris-benzyloxy-6-[4-chloro-3-(4-ethoxy-benzyl)-phenyl]-2,2-dimethyl-tetrahydro-pyran). Isolated yield 147.7%. RXN SMILES: [CH2:1]([O:8][C@H:9]1[C@H:14]([O:15][CH2:16][C:17]2[CH:22]=[CH:21][CH:20]=[CH:19][CH:18]=2)[C@@H:13]([O:23][CH2:24][C:25]2[CH:30]=[CH:29][CH:28]=[CH:27][CH:26]=2)[C@H:12]([C:31]2[CH:36]=[CH:35][C:34]([Cl:37])=[C:33]([CH2:38][C:39]3[CH:44]=[CH:43][C:42]([O:45][CH2:46][CH3:47])=[CH:41][CH:40]=3)[CH:32]=2)[O:11][C:10]1([CH2:50]I)[CH2:48]I)[C:2]1[CH:7]=[CH:6][CH:5]=[CH:4][CH:3]=1.CC(N=NC(C#N)(C)C)(C#N)C>C1(C)C=CC=CC=1.CO>[CH2:1]([O:8][C@H:9]1[C@H:14]([O:15][CH2:16][C:17]2[CH:18]=[CH:19][CH:20]=[CH:21][CH:22]=2)[C@@H:13]([O:23][CH2:24][C:25]2[CH:30]=[CH:29][CH:28]=[CH:27][CH:26]=2)[C@H:12]([C:31]2[CH:36]=[CH:35][C:34]([Cl:37])=[C:33]([CH2:38][C:39]3[CH:44]=[CH:43][C:42]([O:45][CH2:46][CH3:47])=[CH:41][CH:40]=3)[CH:32]=2)[O:11][C:10]1([CH3:48])[CH3:50])[C:2]1[CH:7]=[CH:6][CH:5]=[CH:4][CH:3]=1. Reported procedure: To a solution of (3S,4R,5S,6S)-3,4,5-tris-benzyloxy-6-[4-chloro-3-(4-ethoxy-benzyl)-phenyl]-2,2-bis-iodomethyl-tetrahydro-pyran (100 mg, 0.10 mmole) in toluene (2 mL), tristrimethylsilllylsilane (0.1 mL), AIBN (12 mg) was added and heated at 120° C. for 24 hour in a sealed tube. The reaction mixture was diluted with methanol and evaporated, washed with water (10 mL) and extracted with Ethyl acetate (3×15 mL). The crude product obtained after the removal of solvent to furnish 100 mg of crude (3S,... Reactants: COC(=O)[C@H]1N(C[C@@H](C1)OS(=O)(=O)C)C(=O)OCC1=CC=C(C=C1)[N+](=O)[O-] ((2S,4R)-1-p-nitrobenzyloxycarbonyl-4-methanesulfonyloxypyrrolidine-2-carboxylic acid methyl ester), [BH4-].[Na+] (sodium borohydride), Cl (hydrochloric acid). Solvent: C(C)O (ethanol), O1CCCC1 (tetrahydrofuran), O (water). Reaction conditions: temperature 0 celsius. The product is [N+](=O)([O-])C1=CC=C(COC(=O)N2[C@@H](C[C@H](C2)OS(=O)(=O)C)CO)C=C1 ((2S,4R)-1-p-nitrobenzyloxycarbonyl-4-methanesulfonyloxypyrrolidine-2-methanol). Isolated yield 70372.7%. Reaction SMILES: C[O:2][C:3]([C@@H:5]1[CH2:9][C@@H:8]([O:10][S:11]([CH3:14])(=[O:13])=[O:12])[CH2:7][N:6]1[C:15]([O:17][CH2:18][C:19]1[CH:24]=[CH:23][C:22]([N+:25]([O-:27])=[O:26])=[CH:21][CH:20]=1)=[O:16])=O.[BH4-].[Na+].Cl>C(O)C.O1CCCC1.O>[N+:25]([C:22]1[CH:23]=[CH:24][C:19]([CH2:18][O:17][C:15]([N:6]2[CH2:7][C@H:8]([O:10][S:11]([CH3:14])(=[O:13])=[O:12])[CH2:9][C@H:5]2[CH2:3][OH:2])=[O:16])=[CH:20][CH:21]=1)([O-:27])=[O:26] |f:1.2|. Procedure: To a solution of (2S,4R)-1-p-nitrobenzyloxycarbonyl-4-methanesulfonyloxypyrrolidine-2-carboxylic acid methyl ester (79.4 g: 0.197 mmole) in a mixture of ethanol (300 ml) and tetrahydrofuran (150 ml), sodium borohydride (10.44 g: 1.4 eq.) is added in small portions with stirring at 0° C. The mixture is stirred at 0° C. for 1.5 hours and at room temperature for 5 hours. To the reaction mixture under ice cooling, 5N-hydrochloric acid (100 ml) is added. The mixture is diluted with water, and extract... The reactants are Cl (HCl), FC1=CC=C2/C(/C(NC2=C1)=O)=C\1/C=C(C(O1)(C)C)C1=CC=C(C(=O)OC)C=C1 (Methyl 4-[(5E)-5-(6-fluoro-2-oxo-1,2-dihydro-3H-indol-3-ylidene)-2,2-dimethyl-2,5-dihydrofuran-3-yl]benzoate), [OH-].[Na+] (NaOH), C1CCOC1 (THF). As a reaction SMILES: [F:1][C:2]1[CH:10]=[C:9]2[C:5](/[C:6](=[C:12]3/[CH:13]=[C:14]([C:19]4[CH:28]=[CH:27][C:22]([C:23]([O:25]C)=[O:24])=[CH:21][CH:20]=4)[C:15]([CH3:18])([CH3:17])[O:16]/3)/[C:7](=[O:11])[NH:8]2)=[CH:4][CH:3]=1.[OH-].[Na+].C1COCC1.Cl>O.CO>[F:1][C:2]1[CH:10]=[C:9]2[C:5](/[C:6](=[C:12]3/[CH:13]=[C:14]([C:19]4[CH:20]=[CH:21][C:22]([C:23]([OH:25])=[O:24])=[CH:27][CH:28]=4)[C:15]([CH3:18])([CH3:17])[O:16]/3)/[C:7](=[O:11])[NH:8]2)=[CH:4][CH:3]=1 |f:1.2|. The solvent is CO (MeOH), O (water). Procedure details: Methyl 4-[(5E)-5-(6-fluoro-2-oxo-1,2-dihydro-3H-indol-3-ylidene)-2,2-dimethyl-2,5-dihydrofuran-3-yl]benzoate (500 mg, 1.32 mmol) was added to a mixture of 1M NaOH (4 mL, 4 mmol), THF (8 mL) and MeOH (20 mL). The mixture was heated at 58° C. for 5 hours, cooled to room temp., and poured into 200 mL of water. 2M HCl was added to bring pH down to 3. The precipitates were filtered, washed with water and dried in vacuo to give 4-[(5E)-5-(6-fluoro-2-oxo-1,2-dihydro-3H-indol-3-ylidene)-2,2-dimethyl-2,5... Yields the product FC1=CC=C2/C(/C(NC2=C1)=O)=C\1/C=C(C(O1)(C)C)C1=CC=C(C(=O)O)C=C1 (4-[(5E)-5-(6-fluoro-2-oxo-1,2-dihydro-3H-indol-3-ylidene)-2,2-dimethyl-2,5-dihydrofuran-3-yl]benzoic acid). Conditions: temperature 58 celsius.